From a dataset of the Open Reaction Database (ORD), a public repository of structured organic reaction records. describe an organic reaction: reactants, conditions, products, and yield Starting materials: C1CCOC1, Cl, CCOC(=O)CN1C(=O)C(C)(C)N(C(=O)OC(C)(C)C)CC1c1cc(F)cc(F)c1, [Li+], [OH-], O. Product: CC(C)(C)OC(=O)N1CC(c2cc(F)cc(F)c2)N(CC(=O)[O-])C(=O)C1(C)C, [Li+]. As a reaction SMILES: [CH2:34]1[O:35][CH2:36][CH2:37][CH2:38]1.[ClH:33].[F:1][c:2]1[cH:3][c:4]([CH:9]2[N:10]([CH2:25][C:26](=[O:27])[O:28][CH2:29][CH3:30])[C:11](=[O:24])[C:12]([CH3:22])([CH3:23])[N:13]([C:15](=[O:16])[O:17][C:18]([CH3:19])([CH3:20])[CH3:21])[CH2:14]2)[cH:5][c:6]([F:8])[cH:7]1.[Li+:32].[OH-:31].[OH2:39]>>[F:1][c:2]1[cH:3][c:4]([CH:9]2[N:10]([CH2:25][C:26](=[O:27])[O-:28])[C:11](=[O:24])[C:12]([CH3:22])([CH3:23])[N:13]([C:15](=[O:16])[O:17][C:18]([CH3:19])([CH3:20])[CH3:21])[CH2:14]2)[cH:5][c:6]([F:8])[cH:7]1.[Li+:32].